Dataset: the Open Reaction Database (ORD), a public repository of structured organic reaction records. Task: describe an organic reaction: reactants, conditions, products, and yield Starting materials: FC1=CC=C(C(=O)NC=2SC3=C(N2)C(=CC=C3C=C)OC)C=C1 (4-fluoro-N-(4-methoxy-7-vinyl-benzothiazol-2-yl)-benzamide). The reagents and catalysts are [Pd] (Pd/C). The solvent is CO (methanol). Run at time 2 hour. Product: C(C)C1=CC=C(C=2N=C(SC21)NC(C2=CC=C(C=C2)F)=O)OC (N-(7-Ethyl-4-methoxy-benzothiazol-2-yl)-4-fluoro-benzamide), crystals. The yield is 79.0%. As a reaction SMILES: [F:1][C:2]1[CH:23]=[CH:22][C:5]([C:6]([NH:8][C:9]2[S:10][C:11]3[C:17]([CH:18]=[CH2:19])=[CH:16][CH:15]=[C:14]([O:20][CH3:21])[C:12]=3[N:13]=2)=[O:7])=[CH:4][CH:3]=1>CO.[Pd]>[CH2:18]([C:17]1[C:11]2[S:10][C:9]([NH:8][C:6](=[O:7])[C:5]3[CH:22]=[CH:23][C:2]([F:1])=[CH:3][CH:4]=3)=[N:13][C:12]=2[C:14]([O:20][CH3:21])=[CH:15][CH:16]=1)[CH3:19]. Procedure: 100 mg of 4-fluoro-N-(4-methoxy-7-vinyl-benzothiazol-2-yl)-benzamide (0.3 mmol) were dissolved in methanol (100 ml) and Pd/C (4 mg) were added. The reaction mixture was hydrogenated for 2 hrs. After filtering and evaporation of the solvent the crude product was subjected to column chromatography (silica gel, eluent MeOH/CH2Cl2 1:9). The title compound was obtained in form of white crystals (79%); F.p.: 165-167° C. Reactants: CCOC(=O)C(C)(C)c1ccc2[nH]c(-c3cc(C)cc(C)c3)c(CCNC(=O)OC(C)(C)C)c2c1, [Na+], [OH-]. Product: Cc1cc(C)cc(-c2[nH]c3ccc(C(C)(C)C(=O)O)cc3c2CCNC(=O)OC(C)(C)C)c1. As a reaction SMILES: [CH2:1]([CH3:2])[O:3][C:4]([C:5]([CH3:6])([CH3:7])[c:8]1[cH:9][c:10]2[c:11]([CH2:25][CH2:26][NH:27][C:28](=[O:29])[O:30][C:31]([CH3:32])([CH3:33])[CH3:34])[c:12](-[c:17]3[cH:18][c:19]([CH3:24])[cH:20][c:21]([CH3:23])[cH:22]3)[nH:13][c:14]2[cH:15][cH:16]1)=[O:35].[Na+:37].[OH-:36]>>[O:3]=[C:4]([C:5]([CH3:6])([CH3:7])[c:8]1[cH:9][c:10]2[c:11]([CH2:25][CH2:26][NH:27][C:28](=[O:29])[O:30][C:31]([CH3:32])([CH3:33])[CH3:34])[c:12](-[c:17]3[cH:18][c:19]([CH3:24])[cH:20][c:21]([CH3:23])[cH:22]3)[nH:13][c:14]2[cH:15][cH:16]1)[OH:35]. Reactants: COC(COC=1C=C2CC(C(C2=C(C1Cl)Cl)=O)(C=C)CCC(C)=O)=O (Methyl{[6,7-dichloro-1-oxo-2-(3-oxobutyl)-2-vinyl-2,3-dihydro-1H-inden-5-yl]oxy}acetate), [OH-].[Na+] (sodium hydroxide). The solvent is CO (methanol), O (water). Run at time 48 hour. The product is ClC1=C2C3=CC(CCC3(CC2=CC(=C1Cl)OCC(=O)O)C=C)=O ([(5,6-dichloro-3-oxo-9a-vinyl-1,2,9,9a-tetrahydro-3H-fluoren-7-yl)oxy]acetic acid). Reaction SMILES: C[O:2][C:3](=[O:25])[CH2:4][O:5][C:6]1[CH:7]=[C:8]2[C:12](=[C:13]([Cl:16])[C:14]=1[Cl:15])[C:11](=O)[C:10]([CH2:20][CH2:21][C:22](=[O:24])[CH3:23])([CH:18]=[CH2:19])[CH2:9]2.[OH-].[Na+]>CO.O>[Cl:16][C:13]1[C:14]([Cl:15])=[C:6]([O:5][CH2:4][C:3]([OH:2])=[O:25])[CH:7]=[C:8]2[C:12]=1[C:11]1[C:10]([CH:18]=[CH2:19])([CH2:9]2)[CH2:20][CH2:21][C:22](=[O:24])[CH:23]=1 |f:1.2|. Procedure: Methyl{[6,7-dichloro-1-oxo-2-(3-oxobutyl)-2-vinyl-2,3-dihydro-1H-inden-5-yl]oxy}acetate (7.3 gm., 0.02 mole) is dissolved in a solution of methanol (100 ml) and water (50 ml.) containing sodium hydroxide (9.43 gm., 0.236 mole), taking care to keep the temperature below 25° C. The solution is kept at ambient temperature for 48 hours. The solution is concentrated in vacuo to 100 ml. in a rotary evaporator at room temperature and poured into water (250 ml.) containing concentrated hydrochloric acid... Starting materials: N1=CC=C(C=C1)N1CCC(CC1)C(=O)OCC (Ethyl 4-pyridylpiperidin-4-ylcarboxylate), [Li+].[OH-] (LiOH), O (water). Run in C1CCOC1 (THF). Conditions: time 12 hour. Yields the product N1=CC=C(C=C1)OC(=O)C1CCNCC1 (4-Pyridylpiperidin-4-ylcarboxylic acid). RXN SMILES: N1C=CC([N:7]2[CH2:12][CH2:11][CH:10]([C:13]([O:15][CH2:16][CH3:17])=[O:14])[CH2:9][CH2:8]2)=CC=1.[Li+].[OH-].O>C1COCC1>[N:7]1[CH:12]=[CH:17][C:16]([O:15][C:13]([CH:10]2[CH2:9][CH2:8][NH:7][CH2:12][CH2:11]2)=[O:14])=[CH:9][CH:8]=1 |f:1.2|. Procedure: A solution of 33-1 (10 g, 42.7 mmol) in THF (50 mL) was treated with 1N LiOH (47 mL, 47.0 mmol) and water (50 mL). The resulting solution was stirred at ambient temperature for 12 h. The solution was concentrated and the aqueous residue was cooled to 0° C., then adjusted to pH=6 with 1N HCl. The resulting solid was collected by filtration and dried in vacuo to afford 33-2 as a white solid. 1H NMR (D2O) δ 7.95 (d, J=6.8 Hz, 2HO, 6.73 (d, J=6.8 Hz, 2h), 3.76 (d, J=12.8 Hz, 2HO, 2.81 (m, 2H), 2.20 ... Reactants: COC(=O)C(Cc1cccc(OC(=O)C(C)(C)C)c1)OC(C)C, Cc1ccccc1, CO, O, O=S(=O)(O)O. Product: COC(=O)C(Cc1cccc(O)c1)OC(C)C. As a reaction SMILES: [C:1](=[O:2])([C:3]([CH3:4])([CH3:5])[CH3:6])[O:7][c:8]1[cH:9][c:10]([CH2:14][CH:15]([C:16](=[O:17])[O:18][CH3:19])[O:20][CH:21]([CH3:22])[CH3:23])[cH:11][cH:12][cH:13]1.[CH3:29][c:30]1[cH:31][cH:32][cH:33][cH:34][cH:35]1.[CH3:37][OH:38].[OH2:36].[S:24](=[O:25])(=[O:26])([OH:27])[OH:28]>>[OH:7][c:8]1[cH:9][c:10]([CH2:14][CH:15]([C:16](=[O:17])[O:18][CH3:19])[O:20][CH:21]([CH3:22])[CH3:23])[cH:11][cH:12][cH:13]1. Starting materials: CCOC(=O)c1n[nH]c(C(=O)OCC)c1I, CCO, Cl, [Cu]I, OCC(F)(F)F, c1cnc2c(c1)ccc1cccnc12. The product is CCOC(=O)c1n[nH]c(C(=O)OCC)c1OCC(F)(F)F. As a reaction SMILES: [CH2:1]([CH3:2])[O:3][C:4](=[O:5])[c:6]1[n:7][nH:8][c:9]([C:12](=[O:13])[O:14][CH2:15][CH3:16])[c:10]1[I:11].[CH3:38][CH2:39][OH:40].[ClH:31].[Cu:41][I:42].[F:32][C:33]([CH2:34][OH:35])([F:36])[F:37].[cH:17]1[cH:18][c:19]2[cH:20][cH:21][c:22]3[c:23]([c:24]2[n:25][cH:26]1)[n:27][cH:28][cH:29][cH:30]3>>[CH2:1]([CH3:2])[O:3][C:4](=[O:5])[c:6]1[n:7][nH:8][c:9]([C:12](=[O:13])[O:14][CH2:15][CH3:16])[c:10]1[O:35][CH2:34][C:33]([F:32])([F:36])[F:37]. Reactants: C(C)[SiH](CC)CC (triethylsilane), C(C1=CC=CC=C1)OC1=C(C=CC=C1)C(O)C1=CC=C(C=C1)SC ((2-benzyloxy-phenyl)-(4-methylsulfanylphenyl)-methanol), O (water). Run in C(C)#N (acetonitrile). Run at temperature 0 celsius, time 30 minute. Yields the product C(C1=CC=CC=C1)OC1=C(C=CC=C1)CC1=CC=C(C=C1)SC (1-Benzyloxy-2-(4-methylsulfanyl-benzyl)benzene). Yield: 94.1%. RXN SMILES: C([SiH](CC)CC)C.[CH2:8]([O:15][C:16]1[CH:21]=[CH:20][CH:19]=[CH:18][C:17]=1[CH:22]([C:24]1[CH:29]=[CH:28][C:27]([S:30][CH3:31])=[CH:26][CH:25]=1)O)[C:9]1[CH:14]=[CH:13][CH:12]=[CH:11][CH:10]=1.O>C(#N)C>[CH2:8]([O:15][C:16]1[CH:21]=[CH:20][CH:19]=[CH:18][C:17]=1[CH2:22][C:24]1[CH:29]=[CH:28][C:27]([S:30][CH3:31])=[CH:26][CH:25]=1)[C:9]1[CH:10]=[CH:11][CH:12]=[CH:13][CH:14]=1. Procedure details: In a nitrogen stream, triethylsilane (1.23 mL, 7.72 mmol) and a boron trifluoride-diethyl ether complex (0.88 mL, 5.48 mmol) were added to a solution of (2-benzyloxy-phenyl)-(4-methylsulfanylphenyl)-methanol (2.13 g, 6.3 mmol) in acetonitrile (15 mL) at −40° C. and the mixture solution was stirred at the same temperature for 1.5 hours and further at 0° C. for 30 minutes, and then water was added thereto and the mixture was extracted with methylene chloride. The organic layer was washed with a sa... Starting materials: C[Si](Br)(C)C (trimethylbromosilane), C(C)OC(=O)COCCCC(=CC(C(=O)OCC)NC=O)CP(=O)(OC(C)C)OC(C)C (ethyl 7-ethoxycarbonylmethoxy-2-formylamino-4-diisopropylphosphonomethyl-hept-3-enoate), C(C)O (ethanol). The solvent is C(Cl)Cl (CH2Cl2). Reaction conditions: temperature 0 celsius, time 24 hour. Yields the product NC(C(=O)O)C=C(CCCOCC(=O)OCC)CP(=O)(O)O (2-amino-7-ethoxycarbonylmethoxy-4-phosphonomethyl-hept-3-enoic acid). RXN SMILES: [CH2:1]([O:3][C:4]([CH2:6][O:7][CH2:8][CH2:9][CH2:10][C:11]([CH2:22][P:23]([O:29]C(C)C)([O:25]C(C)C)=[O:24])=[CH:12][CH:13]([NH:19]C=O)[C:14]([O:16]CC)=[O:15])=[O:5])[CH3:2].C[Si](C)(C)Br.C(O)C>C(Cl)Cl>[NH2:19][CH:13]([CH:12]=[C:11]([CH2:22][P:23]([OH:29])([OH:25])=[O:24])[CH2:10][CH2:9][CH2:8][O:7][CH2:6][C:4]([O:3][CH2:1][CH3:2])=[O:5])[C:14]([OH:16])=[O:15]. Procedure: 2.4 g (5 mmol) of ethyl 7-ethoxycarbonylmethoxy-2-formylamino-4-diisopropylphosphonomethyl-hept-3-enoate are dissolved in 24 ml of CH2Cl2. Then 2.6 ml (20 mmol) of trimethylbromosilane are added dropwise at room temperature to this solution. The reaction mixture is allowed to stand for 24 hours at room temperature and, after the dropwise addition of 24 ml of ethanol, allowed to stand again for 24 hours. The reaction mixture is concentrated by evaporation and the residue is dissolved in 24 ml of ... Reactants: FC=1C(=NC=CC1)O (3-fluoropyridin-2-ol), C([O-])([O-])=O.[Cs+].[Cs+] (caesium carbonate), OC1=C(C=NO)C=CC=C1 (2-hydroxybenzaldehyde-oxime), FC1=C(CN2N=C(C=3C2=NC=CC3)C=3N=C(C2=C(N3)NC(C2(C)C)=O)I)C=CC=C1 (2-[1-(2-Fluorobenzyl)-1H-pyrazolo[3,4-b]pyridin-3-yl]-4-iodo-5,5-dimethyl-5,7-dihydro-6H-pyrrolo[2,3-d]pyrimidin-6-one). Reagents/catalysts: [Cu-]=O (copper(I) oxide). The solvent is C(C)#N (acetonitrile). Conditions: temperature 200 celsius. The product is FC1=C(CN2N=C(C=3C2=NC=CC3)C=3N=C(C2=C(N3)NC(C2(C)C)=O)N2C(C(=CC=C2)F)=O)C=CC=C1 (2-[1-(2-Fluorobenzyl)-1H-pyrazolo[3,4-b]pyridin-3-yl]-4-(3-fluoro-2-oxopyridin-1(2H)-yl)-5,5-dimethyl-5,7-dihydro-6H-pyrrolo[2,3-d]pyrimidin-6-one). Reaction SMILES: [F:1][C:2]1[CH:30]=[CH:29][CH:28]=[CH:27][C:3]=1[CH2:4][N:5]1[C:9]2=[N:10][CH:11]=[CH:12][CH:13]=[C:8]2[C:7]([C:14]2[N:15]=[C:16](I)[C:17]3[C:22]([CH3:24])([CH3:23])[C:21](=[O:25])[NH:20][C:18]=3[N:19]=2)=[N:6]1.[F:31][C:32]1[C:33]([OH:38])=[N:34][CH:35]=[CH:36][CH:37]=1.C(=O)([O-])[O-].[Cs+].[Cs+].OC1C=CC=CC=1C=NO>C(#N)C.[Cu-]=O>[F:1][C:2]1[CH:30]=[CH:29][CH:28]=[CH:27][C:3]=1[CH2:4][N:5]1[C:9]2=[N:10][CH:11]=[CH:12][CH:13]=[C:8]2[C:7]([C:14]2[N:15]=[C:16]([N:34]3[CH:35]=[CH:36][CH:37]=[C:32]([F:31])[C:33]3=[O:38])[C:17]3[C:22]([CH3:24])([CH3:23])[C:21](=[O:25])[NH:20][C:18]=3[N:19]=2)=[N:6]1 |f:2.3.4|. Procedure details: Under argon atmosphere, 200 mg (purity 62%, 0.24 mmol) of 2-[1-(2-fluorobenzyl)-1H-pyrazolo[3,4-b]pyridin-3-yl]-4-iodo-5,5-dimethyl-5,7-dihydro-6H-pyrrolo[2,3-d]pyrimidin-6-one (example 15A) was suspended in 2.5 ml of absolute acetonitrile, and 545 mg (4.82 mmol) of 3-fluoropyridin-2-ol, 157 mg (0.48 mmol) of caesium carbonate, 7 mg (0.05 mmol) of copper(I) oxide and 20 mg (0.15 mmol) of 2-hydroxybenzaldehyde-oxime were added. The mixture was heated in the microwave for 1 h at 200° C. The reacti... Reactants: NC(CC)(P(O)(=O)O)P(O)(=O)O (1-amino propane-1,1-diphosphonic acid), Cl (hydrochloric acid), C(\C=C\C)(=O)O (crotonic acid), [OH-].[Na+] (sodium hydroxide), [OH-].[Na+] (sodium hydroxide). The solvent is O (water), O (water), O (water). Reaction conditions: temperature 100 celsius. The product is C(=O)(O)C(CC)NC(CC)(P(O)(=O)O)P(O)(=O)O (N-(1-carboxy propyl)-1-amino propane-1,1-diphosphonic acid). As a reaction SMILES: [NH2:1][C:2]([P:9]([OH:12])(=[O:11])[OH:10])([P:5]([OH:8])(=[O:7])[OH:6])[CH2:3][CH3:4].[OH-].[Na+].[C:15]([OH:20])(=[O:19])/[CH:16]=[CH:17]/[CH3:18].Cl>O>[C:15]([CH:16]([NH:1][C:2]([P:5]([OH:8])(=[O:6])[OH:7])([P:9]([OH:12])(=[O:10])[OH:11])[CH2:3][CH3:4])[CH2:17][CH3:18])([OH:20])=[O:19] |f:1.2|. Reported procedure: 54.8 g. of 1-amino propane-1,1-diphosphonic acid and 40 g. of sodium hydroxide are dissolved in 150 cc. of water. 10 g. of sodium hydroxide dissolved in 40 cc. of water and 22 g. of crotonic acid dissolved in 50 cc. of water are added drop by drop simultaneously thereto while stirring vigorously. After continuing stirring for one hour, the temperature of the reaction mixture is increased to 100° C. and the reaction solution is boiled under reflux for 3 hours. It is then slightly acidified with h...